From a dataset of the Open Reaction Database (ORD), a public repository of structured organic reaction records. describe an organic reaction: reactants, conditions, products, and yield The reactants are CCI, CCOCC, C[Si](C)(C)CCl, OCCc1ccc(Cl)cc1, Cl, [Mg], C1CCOC1, Cc1ccccc1S(=O)(=O)OCCc1ccc(Cl)cc1, Cc1ccccc1S(=O)(=O)Cl. Yields the product CCC(c1ccc(Cl)cc1)[Si](C)(C)C. Reaction SMILES: [CH2:8]([CH3:9])[I:10].[CH3:53][CH2:54][O:55][CH2:56][CH3:57].[Cl:1][CH2:2][Si:3]([CH3:4])([CH3:5])[CH3:6].[Cl:31][c:32]1[cH:33][cH:34][c:35]([CH2:36][CH2:37][OH:38])[cH:39][cH:40]1.[ClH:52].[Mg:7].[O:58]1[CH2:59][CH2:60][CH2:61][CH2:62]1.[c:11]1([CH3:12])[c:13]([S:14]([O:15][CH2:16][CH2:17][c:23]2[cH:24][cH:25][c:26]([Cl:29])[cH:27][cH:28]2)(=[O:18])=[O:19])[cH:20][cH:21][cH:22][cH:30]1.[c:41]1([CH3:42])[c:43]([S:44]([Cl:45])(=[O:46])=[O:47])[cH:48][cH:49][cH:50][cH:51]1>>[CH:2]([Si:3]([CH3:4])([CH3:5])[CH3:6])([CH2:8][CH3:9])[c:23]1[cH:24][cH:25][c:26]([Cl:29])[cH:27][cH:28]1. Reactants: COc1ccc(CC(OC(C)C)C(=O)[O-])cc1CBr, CCCCc1ccc(CO)nc1. Yields the product CCCCc1ccc(COCc2cc(CC(OC(C)C)C(=O)O)ccc2OC)nc1. As a reaction SMILES: [Br:13][CH2:14][c:15]1[cH:16][c:17]([CH2:23][CH:24]([C:25](=[O:26])[O-:27])[O:28][CH:29]([CH3:30])[CH3:31])[cH:18][cH:19][c:20]1[O:21][CH3:22].[CH2:1]([CH2:2][CH2:3][CH3:4])[c:5]1[cH:6][cH:7][c:8]([CH2:11][OH:12])[n:9][cH:10]1>>[CH2:1]([CH2:2][CH2:3][CH3:4])[c:5]1[cH:6][cH:7][c:8]([CH2:11][O:12][CH2:14][c:15]2[cH:16][c:17]([CH2:23][CH:24]([C:25](=[O:26])[OH:27])[O:28][CH:29]([CH3:30])[CH3:31])[cH:18][cH:19][c:20]2[O:21][CH3:22])[n:9][cH:10]1. The reactants are O=C([O-])[O-], O=C=O, CC(C)=O, [K+], [K+], O, Oc1cccc2c1CCCC2. Product: O=C(O)c1ccc2c(c1O)CCCC2. RXN SMILES: [C:12]([O-:13])([O-:14])=[O:15].[C:18](=[O:19])=[O:20].[CH3:22][C:23](=[O:24])[CH3:25].[K+:16].[K+:17].[OH2:21].[OH:1][c:2]1[cH:3][cH:4][cH:5][c:6]2[c:11]1[CH2:10][CH2:9][CH2:8][CH2:7]2>>[OH:1][c:2]1[c:3]([C:12](=[O:13])[OH:14])[cH:4][cH:5][c:6]2[c:11]1[CH2:10][CH2:9][CH2:8][CH2:7]2. Run at time 2 hour. Run in C1CCOC1 (THF), C1CCOC1 (THF). Yield: 90.5%. Product: FC1=C(C=CC=C1C(F)(F)F)C(=O)C1=CC=C(C=C1)OC ((2-fluoro-3-trifluoromethyl-phenyl)-(4-methoxy-phenyl)-methanone). RXN SMILES: [CH3:1][O:2][C:3]1[CH:8]=[CH:7][C:6]([Mg]Br)=[CH:5][CH:4]=1.[F:11][C:12]1[C:23]([C:24]([F:27])([F:26])[F:25])=[CH:22][CH:21]=[CH:20][C:13]=1[C:14](N(OC)C)=[O:15]>C1COCC1>[F:11][C:12]1[C:23]([C:24]([F:26])([F:27])[F:25])=[CH:22][CH:21]=[CH:20][C:13]=1[C:14]([C:6]1[CH:7]=[CH:8][C:3]([O:2][CH3:1])=[CH:4][CH:5]=1)=[O:15]. Starting materials: COC1=CC=C(C=C1)[Mg]Br (4-methoxyphenylmagnesium bromide), FC1=C(C(=O)N(C)OC)C=CC=C1C(F)(F)F (2-fluoro-N-methoxy-N-methyl-3-trifluoromethyl-benzamide). Reported procedure: 1 milliliter of a 1M THF solution of 4-methoxyphenylmagnesium bromide (1 mmol) was added to a solution of 126 mg (0.5 mmol) of 2-fluoro-N-methoxy-N-methyl-3-trifluoromethyl-benzamide in 2 ml of THF at 0° C. The reaction mixture was stirred for 2 hrs. at this temperature and then quenched with saturated NH4Cl solution and the phases were separated. The aqueous phase was extracted twice with CH2Cl2 and the combined organic phases were washed with brine and dried over Na2SO4. The resulting ketone (... Reactants: CCB(CC)CC, CC(=O)[O-], CS(=O)(=O)c1ccc(-n2cc(C(F)(F)F)nc2-c2ccc(Cl)cc2)cc1, NOS(=O)(=O)O, [Na+], C1CCOC1, O. The product is NS(=O)(=O)c1ccc(-n2cc(C(F)(F)F)nc2-c2ccc(Cl)cc2)cc1. RXN SMILES: [CH2:27]([B:28]([CH2:29][CH3:30])[CH2:31][CH3:32])[CH3:33].[CH3:35][C:36](=[O:37])[O-:38].[Cl:1][c:2]1[cH:3][cH:4][c:5](-[c:8]2[n:9](-[c:17]3[cH:18][cH:19][c:20]([S:23](=[O:24])(=[O:25])[CH3:26])[cH:21][cH:22]3)[cH:10][c:11]([C:13]([F:14])([F:15])[F:16])[n:12]2)[cH:6][cH:7]1.[NH2:39][O:40][S:41]([OH:42])(=[O:43])=[O:44].[Na+:34].[O:45]1[CH2:46][CH2:47][CH2:48][CH2:49]1.[OH2:50]>>[Cl:1][c:2]1[cH:3][cH:4][c:5](-[c:8]2[n:9](-[c:17]3[cH:18][cH:19][c:20]([S:23](=[O:24])(=[O:25])[NH2:39])[cH:21][cH:22]3)[cH:10][c:11]([C:13]([F:14])([F:15])[F:16])[n:12]2)[cH:6][cH:7]1. Starting materials: 91, Cl (hydrochloric acid), [OH-].[Na+] (sodium hydroxide), C(C1=CC=CC=C1)OC=1C(C=C(N(C1)CC(F)(F)F)C(=O)O)=O (5-(Benzyloxy)-4-oxo-1-(2,2,2-trifluoroethyl)-1,4-dihydropyridine-2-carboxylic acid), C(C1=CC=CC=C1)OC=1C(C=C(N(C1)C)C(C(F)(F)F)(O)O)=O (5-(benzyloxy)-1-methyl-2-(2,2,2-trifluoro-1,1-dihydroxyethyl)pyridin-4(1H)-one). Solvent: O (water). Yields the product OC=1C(C=C(N(C1)C)C(C(F)(F)F)(O)O)=O (5-hydroxy-1-methyl-2-(2,2,2-trifluoro-1,1-dihydroxyethyl)pyridin-4(1H)-one). The yield is 46.0%. RXN SMILES: C(OC1C(=O)C=C(C(O)=O)N(CC(F)(F)F)C=1)C1C=CC=CC=1.C([O:31][C:32]1[C:33](=[O:46])[CH:34]=[C:35]([C:39]([OH:45])([OH:44])[C:40]([F:43])([F:42])[F:41])[N:36]([CH3:38])[CH:37]=1)C1C=CC=CC=1.Cl.[OH-].[Na+]>O>[OH:31][C:32]1[C:33](=[O:46])[CH:34]=[C:35]([C:39]([OH:44])([OH:45])[C:40]([F:41])([F:42])[F:43])[N:36]([CH3:38])[CH:37]=1 |f:3.4|. Reported procedure: To an ice-salt cooled suspension of 5-(benzyloxy)-1-methyl-2-(2,2,2-trifluoro-1-hydroxyethyl)pyridin-4(1H)-one (1.20 g, 3.8 mmol) and a 10% sodium bicarbonate solution (4 mL) in acetone (36 mL) were placed in a 250-mL 1-N RB equipped with a magnetic stir bar to give a suspension was added a solution of potassium bromate (99 mg, 0.6 mmol) dissolved in de-ionized water (3 mL). A solution of TEMPO (31 mg, 0.2 mmol) in acetone (1 mL) was added to the suspension, followed by a solution of sodium hypo... Reactants: ClC1=CC=C(C(=N1)C#N)[N+](=O)[O-] (6-chloro-3-nitropicolinonitrile), [NH4+].[OH-] (NH4OH). Solvent: O (water). Reaction conditions: time 20 minute. Product: NC=1C(=NC(=CC1)Cl)C(=O)N (3-amino-6-chloropicolinamide). Isolated yield 70.5%. Reaction SMILES: [Cl:1][C:2]1[N:7]=[C:6]([C:8]#[N:9])[C:5]([N+:10]([O-])=O)=[CH:4][CH:3]=1.[NH4+].[OH-:14]>O>[NH2:10][C:5]1[C:6]([C:8]([NH2:9])=[O:14])=[N:7][C:2]([Cl:1])=[CH:3][CH:4]=1 |f:1.2|. Procedure details: To a suspension of 6-chloro-3-nitropicolinonitrile (2.54 g, 13.8 mmol) in water (27.0 mL) was added NH4OH (5.61 mL, 36.0 mmol) at room temperature. After stirring for 20 min at room temperature, Na2S204 (13.7 g, 79.0 mmol) was added to the mixture. After stirring for 3 hours at room temperature, the reaction mixture was filtered, and washed with water. The filtercake was dried under vacuum to give 3-amino-6-chloropicolinamide (1.67 g, 70%) as a yellow solid. 1H-NMR (CDCl3, Varian 400 MHz) δ 5.36... The reactants are F[B-](F)(F)F, CC1(C)CCNc2cc(N)ccc21, CCN(C(C)C)C(C)C, [Li], CN(C)C=O, O, O=C(O)c1ccccc1Nc1ccc2ncncc2c1, CN(C)C(On1nnc2ccccc21)=[N+](C)C. Yields the product CC1(C)CCNc2cc(NC(=O)c3ccccc3Nc3ccc4ncncc4c3)ccc21. As a reaction SMILES: [B-:35]([F:36])([F:37])([F:38])[F:39].[CH3:22][C:23]1([CH3:34])[CH2:24][CH2:25][NH:26][c:27]2[cH:28][c:29]([NH2:33])[cH:30][cH:31][c:32]21.[CH:57]([N:58]([CH2:59][CH3:60])[CH:61]([CH3:62])[CH3:63])([CH3:64])[CH3:65].[Li:1].[O:66]=[CH:67][N:68]([CH3:69])[CH3:70].[OH2:71].[n:2]1[cH:3][n:4][cH:5][c:6]2[cH:7][c:8]([NH:12][c:13]3[c:14]([C:15](=[O:16])[OH:17])[cH:18][cH:19][cH:20][cH:21]3)[cH:9][cH:10][c:11]12.[n:40]1([O:41][C:42]([N:43]([CH3:44])[CH3:45])=[N+:46]([CH3:47])[CH3:48])[c:49]2[cH:50][cH:51][cH:52][cH:53][c:54]2[n:55][n:56]1>>[n:2]1[cH:3][n:4][cH:5][c:6]2[cH:7][c:8]([NH:12][c:13]3[c:14]([C:15](=[O:17])[NH:33][c:29]4[cH:28][c:27]5[c:32]([cH:31][cH:30]4)[C:23]([CH3:22])([CH3:34])[CH2:24][CH2:25][NH:26]5)[cH:18][cH:19][cH:20][cH:21]3)[cH:9][cH:10][c:11]12.